From a dataset of the Open Reaction Database (ORD), a public repository of structured organic reaction records. describe an organic reaction: reactants, conditions, products, and yield Reactants: C1CCCCC1, C1CCOC1, COc1cccc2ccc(Cl)nc12, CN(C)C=O. The product is COc1cccc2cc(C=O)c(Cl)nc12. As a reaction SMILES: [CH2:1]1[CH2:2][CH2:3][CH2:4][CH2:5][CH2:6]1.[CH2:25]1[O:26][CH2:27][CH2:28][CH2:29]1.[Cl:7][c:8]1[n:9][c:10]2[c:11]([O:18][CH3:19])[cH:12][cH:13][cH:14][c:15]2[cH:16][cH:17]1.[O:20]=[CH:21][N:22]([CH3:23])[CH3:24]>>[Cl:7][c:8]1[n:9][c:10]2[c:11]([O:18][CH3:19])[cH:12][cH:13][cH:14][c:15]2[cH:16][c:17]1[CH:21]=[O:20]. Starting materials: c1(cccnc1)C(C)O, [Si](c1ccccc1)(c1ccccc1)c1ccccc1, c1(c(cccc1)F)[N+](=O)[O-]. The reagents and catalysts are c1ccc(cc1)-c2c3ccccc3cc4ccccc24 (9-Phenylanthracene), CCN(CC)P1(=NC(C)(C)C)N(CCCN1C)C (BEMP). Run in C1COCCO1 (Dioxane). Reaction conditions: temperature 20 celsius, time 18 hour. The product is CC(Oc1ccccc1[N+](=O)[O-])c2cccnc2. Reaction SMILES: [O-:1][N+:2]([c:4]1[c:9](F)[cH:8][cH:7][cH:6][cH:5]1)=[O:3].[CH3:10][CH:11]([c:13]1[cH:18][n:17][cH:16][cH:15][cH:14]1)[OH:12].c1ccc([SiH](c2ccccc2)c3ccccc3)cc1>>[CH3:10][CH:11]([c:13]1[cH:18][n:17][cH:16][cH:15][cH:14]1)[O:12][c:9]2[c:4]([N+:2]([O-:1])=[O:3])[cH:5][cH:6][cH:7][cH:8]2.